This data is from the Open Reaction Database (ORD), a public repository of structured organic reaction records. The task is: describe an organic reaction: reactants, conditions, products, and yield Reactants: CuBr, ClC1=C(C=C(C=C1)N)[N+](=O)[O-] (4-chloro-3-nitro-phenylamine), N(=O)[O-].[Na+] (NaNO2), Br (HBr). Solvent: O (Water), O (water). Conditions: temperature 0 celsius, time 1 hour. The product is BrC1=CC(=C(C=C1)Cl)[N+](=O)[O-] (4-bromo-1-chloro-2-nitro-benzene). Isolated yield 55.0%. RXN SMILES: [Cl:1][C:2]1[CH:7]=[CH:6][C:5](N)=[CH:4][C:3]=1[N+:9]([O-:11])=[O:10].N([O-])=O.[Na+].[BrH:16]>O>[Br:16][C:5]1[CH:6]=[CH:7][C:2]([Cl:1])=[C:3]([N+:9]([O-:11])=[O:10])[CH:4]=1 |f:1.2|. Procedure: To a solution of 4-chloro-3-nitro-phenylamine (17.2 g, 0.1 mol) in 260 mL HBr (48%) at 0° C. was added dropwise NaNO2 (13.8 g, 0.2 mol) in water. The reaction mixture was stirred for 1 h at 0° C. then CuBr (24 g, 0.17 mol) was added in portions to the mixture and stirred for an additional 1 h. Water was added, the mixture allowed to warm to room temperature and was then extracted with EtOAc. The crude product was purified by silica gel column chromatography to give the title compound (13 g, 55%)... Reactants: BrC1=CC(=CC=2C(C3=C(C=C(C=C3C(C12)=O)Br)Br)=O)Br (1,3,5,7-tetrabromoanthraquinone), CC1=CC(=C(C(=C1)C)N)C (mesidine), C(C)(=O)[O-].[Na+] (sodium acetate). Reagents/catalysts: C(C)(=O)[O-].[Cu+] (copper(I) acetate). Conditions: temperature 170 celsius, time 7 hour. Product: C1(=C(C(=CC(=C1)C)C)NC1=CC(=CC=2C(C3=C(C=C(C=C3C(C12)=O)Br)NC1=C(C=C(C=C1C)C)C)=O)Br)C (1,5-Bis(mesitylamino)-3,7-dibromoanthraquinone). RXN SMILES: Br[C:2]1[C:15]2[C:14](=[O:16])[C:13]3[C:8](=[C:9](Br)[CH:10]=[C:11]([Br:17])[CH:12]=3)[C:7](=[O:19])[C:6]=2[CH:5]=[C:4]([Br:20])[CH:3]=1.[CH3:21][C:22]1[CH:27]=[C:26]([CH3:28])[C:25]([NH2:29])=[C:24]([CH3:30])[CH:23]=1.[C:31]([O-])(=O)[CH3:32].[Na+]>C([O-])(=O)C.[Cu+]>[C:24]1([CH3:30])[CH:23]=[C:22]([CH3:21])[CH:27]=[C:26]([CH3:28])[C:25]=1[NH:29][C:2]1[C:15]2[C:14](=[O:16])[C:13]3[C:8](=[C:9]([NH:29][C:25]4[C:24]([CH3:30])=[CH:23][C:22]([CH3:27])=[CH:21][C:31]=4[CH3:32])[CH:10]=[C:11]([Br:17])[CH:12]=3)[C:7](=[O:19])[C:6]=2[CH:5]=[C:4]([Br:20])[CH:3]=1 |f:2.3,4.5|. Reported procedure: 37 g of 1,3,5,7-tetrabromoanthraquinone, 12.3 ml of mesidine, 17.3 g of sodium acetate and 0.5 g of copper(I) acetate are introduced into a laboratory reaction apparatus and stirred for 7 hours at 170° C. After cooling to RT, the crude product is precipitated by the addition of 1 liter of 2N HCl and recrystallised from ethanol. After filtration and drying 21 g (47%) of product are obtained. The reactants are CO, [Na+], COC(=O)CCCCC(=O)N1CCOCC1, [OH-], O. Product: O=C(O)CCCCC(=O)N1CCOCC1. Reaction SMILES: [CH3:19][OH:20].[Na+:18].[O:1]1[CH2:2][CH2:3][N:4]([C:7]([CH2:8][CH2:9][CH2:10][CH2:11][C:12](=[O:13])[O:14][CH3:15])=[O:16])[CH2:5][CH2:6]1.[OH-:17].[OH2:21]>>[O:1]1[CH2:2][CH2:3][N:4]([C:7]([CH2:8][CH2:9][CH2:10][CH2:11][C:12](=[O:13])[OH:14])=[O:16])[CH2:5][CH2:6]1. Starting materials: CCO, CCOC(=O)CCN1CCC(=C(c2ccc(Cl)cc2)c2ccc(S(C)(=O)=O)cc2)C1=O, [Na+], [OH-], O. The product is CS(=O)(=O)c1ccc(C(=C2CCN(CCC(=O)O)C2=O)c2ccc(Cl)cc2)cc1. As a reaction SMILES: [CH3:34][CH2:35][OH:36].[Cl:1][c:2]1[cH:3][cH:4][c:5]([C:8]([c:9]2[cH:10][cH:11][c:12]([S:15](=[O:16])(=[O:17])[CH3:18])[cH:13][cH:14]2)=[C:19]2[C:20](=[O:31])[N:21]([CH2:24][CH2:25][C:26](=[O:27])[O:28][CH2:29][CH3:30])[CH2:22][CH2:23]2)[cH:6][cH:7]1.[Na+:33].[OH-:32].[OH2:37]>>[Cl:1][c:2]1[cH:3][cH:4][c:5]([C:8]([c:9]2[cH:10][cH:11][c:12]([S:15](=[O:16])(=[O:17])[CH3:18])[cH:13][cH:14]2)=[C:19]2[C:20](=[O:31])[N:21]([CH2:24][CH2:25][C:26](=[O:27])[OH:28])[CH2:22][CH2:23]2)[cH:6][cH:7]1.